This data is from the Open Reaction Database (ORD), a public repository of structured organic reaction records. The task is: describe an organic reaction: reactants, conditions, products, and yield The reactants are Cn1c(CN2CCN(C(C)(C)C)CC2)nc2c(N3CCOCC3)nc(Cl)nc21, c1ccc2[nH]c(N3CCC3)nc2c1. Product: Cn1c(CN2CCN(C(C)(C)C)CC2)nc2c(N3CCOCC3)nc(-n3c(N4CCC4)nc4ccccc43)nc21. As a reaction SMILES: [C:1]([CH3:2])([CH3:3])([CH3:4])[N:5]1[CH2:6][CH2:7][N:8]([CH2:11][c:12]2[n:13]([CH3:28])[c:14]3[n:15][c:16]([Cl:27])[n:17][c:18]([N:21]4[CH2:22][CH2:23][O:24][CH2:25][CH2:26]4)[c:19]3[n:20]2)[CH2:9][CH2:10]1.[N:29]1([c:33]2[n:34][c:35]3[c:36]([nH:37]2)[cH:38][cH:39][cH:40][cH:41]3)[CH2:30][CH2:31][CH2:32]1>>[C:1]([CH3:2])([CH3:3])([CH3:4])[N:5]1[CH2:6][CH2:7][N:8]([CH2:11][c:12]2[n:13]([CH3:28])[c:14]3[n:15][c:16](-[n:34]4[c:33]([N:29]5[CH2:30][CH2:31][CH2:32]5)[n:37][c:36]5[c:35]4[cH:41][cH:40][cH:39][cH:38]5)[n:17][c:18]([N:21]4[CH2:22][CH2:23][O:24][CH2:25][CH2:26]4)[c:19]3[n:20]2)[CH2:9][CH2:10]1. Reactants: NC1=NC=C(N=C1NC)Br (2-amino-5-bromo-3-methylaminopyrazine), ClCC(=O)CC(=O)OCC (ethyl (chloroacetyl)acetate). Run in CN(C=O)C (dimethylformamide), CN(C=O)C (DMF). Product: BrC=1N=C(C=2N(C1)C=C(N2)CC(=O)OCC)NC (ethyl 6-bromo-8-methylaminoimidazo[1,2-a]pyrazine-2-acetate). Isolated yield 12.8%. Reaction SMILES: [NH2:1][C:2]1[C:7]([NH:8][CH3:9])=[N:6][C:5]([Br:10])=[CH:4][N:3]=1.Cl[CH2:12][C:13]([CH2:15][C:16]([O:18][CH2:19][CH3:20])=[O:17])=O>CN(C)C=O>[Br:10][C:5]1[N:6]=[C:7]([NH:8][CH3:9])[C:2]2[N:3]([CH:12]=[C:13]([CH2:15][C:16]([O:18][CH2:19][CH3:20])=[O:17])[N:1]=2)[CH:4]=1. Procedure: 2.03 g (10 mmol) of 2-amino-5-bromo-3-methylaminopyrazine are dissolved in 5 ml of dimethylformamide (DMF). A solution of 1.645 g(10 mmol) of ethyl (chloroacetyl)acetate in 5 ml of DMF is added dropwise with stirring. The mixture is maintained with stirring and under gentle reflux for 3 hours. The DMF is then evaporated off under reduced pressure and the residue, dissolved in 50 ml of anhydrous ethanol, is brought to reflux for one hour. After removal of the solvent, the residue is taken up with... The reactants are CC(=O)OC1CSC(Br)C(OC(C)=O)C1OC(C)=O, Cc1nc2cc(O)ccc2s1. The product is CC(=O)OC1CSC(Oc2ccc3sc(C)nc3c2)C(OC(C)=O)C1OC(C)=O. RXN SMILES: [C:1]([CH3:2])(=[O:3])[O:4][CH:5]1[CH:6]([Br:19])[S:7][CH2:8][CH:9]([O:15][C:16]([CH3:17])=[O:18])[CH:10]1[O:11][C:12]([CH3:13])=[O:14].[CH3:20][c:21]1[s:22][c:23]2[c:24]([n:25]1)[cH:26][c:27]([OH:30])[cH:28][cH:29]2>>[C:1]([CH3:2])(=[O:3])[O:4][CH:5]1[CH:6]([O:30][c:27]2[cH:26][c:24]3[c:23]([s:22][c:21]([CH3:20])[n:25]3)[cH:29][cH:28]2)[S:7][CH2:8][CH:9]([O:15][C:16]([CH3:17])=[O:18])[CH:10]1[O:11][C:12]([CH3:13])=[O:14]. Reactants: C(C)(=O)OCC (ethyl acetate), C1NCCCC2=C1C=CC(=C2)OC2=NC=C(C(=O)N)C=C2 (6-(2,3,4,5-tetrahydro-1H-benzo[c]azepin-7-yloxy)nicotinamide), C(=O)([O-])[O-].[K+].[K+] (K2CO3), BrCCCCC(C)C (1-bromo-5-methylhexane). The solvent is CN(C)C=O (DMF). Conditions: temperature 50 celsius. The product is CC(CCCCN1CC2=C(CCC1)C=C(C=C2)OC2=NC=C(C(=O)N)C=C2)C (6-[2-(5-Methylhexyl)-2,3,4,5-tetrahydro-1H-benzo[c]azepin-7-yloxy]nicotinamide). RXN SMILES: [CH2:1]1[C:7]2[CH:8]=[CH:9][C:10]([O:12][C:13]3[CH:21]=[CH:20][C:16]([C:17]([NH2:19])=[O:18])=[CH:15][N:14]=3)=[CH:11][C:6]=2[CH2:5][CH2:4][CH2:3][NH:2]1.C([O-])([O-])=O.[K+].[K+].Br[CH2:29][CH2:30][CH2:31][CH2:32][CH:33]([CH3:35])[CH3:34].C(OCC)(=O)C>CN(C=O)C>[CH3:34][CH:33]([CH3:35])[CH2:32][CH2:31][CH2:30][CH2:29][N:2]1[CH2:3][CH2:4][CH2:5][C:6]2[CH:11]=[C:10]([O:12][C:13]3[CH:21]=[CH:20][C:16]([C:17]([NH2:19])=[O:18])=[CH:15][N:14]=3)[CH:9]=[CH:8][C:7]=2[CH2:1]1 |f:1.2.3|. Reported procedure: Mix 6-(2,3,4,5-tetrahydro-1H-benzo[c]azepin-7-yloxy)nicotinamide (Example 447, Part E, 0.300 g, 1.06 mmol), K2CO3 (0.366 g, 2.65 mmol), and 1-bromo-5-methylhexane (0.199 g, 1.05 mmol) in DMF (5.3 mL). Heat at 50° C. overnight, then increase the temperature to 80° C. for 3.5 hours. Cool the reaction mixture to room temperature and add ethyl acetate (100 mL). Wash with water (1×30 mL), brine (1×30 mL), dry the organic layer over Na2SO4, filter and concentrate. Purify by flash chromatography elutin... Starting materials: C(C1=CC=CC=C1)O[C@@H]1[C@@]2(CO[C@]([C@@H]([C@H]1OCC1=CC=CC=C1)OCC1=CC=CC=C1)(O2)C2=CC(=C(C=C2)Cl)CC2=CC=C(C=C2)OCC(F)(F)F)C(C)(C)O (2-[(1S,2S,3S,4R,5S)-2,3,4-tribenzyloxy-5-[4-chloro-3-[[4-(2,2,2-trifluoro ethoxy)phenyl]methyl]phenyl]-6,8-dioxabicyclo[3.2.1]octan-1-yl]propan-2-ol), ClC1=C(C=CC=C1)Cl (o-dichlorobenzene). Reagents/catalysts: [Pd] (Pd/C). Solvent: CO.O1CCCC1 (methanol tetrahydrofuran). Run at time 2 hour. Product: ClC1=C(C=C(C=C1)[C@]12[C@@H]([C@H]([C@@H]([C@](CO1)(O2)C(C)(C)O)O)O)O)CC2=CC=C(C=C2)OCC(F)(F)F ((1S,2S,3S,4R,5S)-5-[4-chloro-3-[[4-(2,2,2-trifluoroethoxyl)phenyl]methyl]phenyl]-1-(1-hydroxy-1-methyl-ethyl)-6,8-dioxabicyclo[3.2.1]octane-2,3,4-triol). Yield: 60.2%. Reaction SMILES: C([O:8][C@H:9]1[C@H:15]([O:16]CC2C=CC=CC=2)[C@@H:14]([O:24]CC2C=CC=CC=2)[C@:13]2([C:33]3[CH:38]=[CH:37][C:36]([Cl:39])=[C:35]([CH2:40][C:41]4[CH:46]=[CH:45][C:44]([O:47][CH2:48][C:49]([F:52])([F:51])[F:50])=[CH:43][CH:42]=4)[CH:34]=3)[O:32][C@@:10]1([C:53]([OH:56])([CH3:55])[CH3:54])[CH2:11][O:12]2)C1C=CC=CC=1.ClC1C=CC=CC=1Cl>[Pd].CO.O1CCCC1>[Cl:39][C:36]1[CH:37]=[CH:38][C:33]([C@@:13]23[O:32][C@@:10]([C:53]([OH:56])([CH3:55])[CH3:54])([CH2:11][O:12]2)[C@@H:9]([OH:8])[C@H:15]([OH:16])[C@H:14]3[OH:24])=[CH:34][C:35]=1[CH2:40][C:41]1[CH:46]=[CH:45][C:44]([O:47][CH2:48][C:49]([F:51])([F:50])[F:52])=[CH:43][CH:42]=1 |f:3.4|. Reported procedure: To a solution of 2-[(1S,2S,3S,4R,5S)-2,3,4-tribenzyloxy-5-[4-chloro-3-[[4-(2,2,2-trifluoroethoxyl) phenyl]methyl]phenyl]-6,8-dioxabicyclo[3.2.1]octan-1-yl]propan-2-ol 18c (156 mg, 0.20 mmol) in a methanol/tetrahydrofuran mixture (v/v=4/1, 15 mL) were added o-dichlorobenzene (0.11 mL, 0.99 mmol) and 10% Pd/C (21.0 mg, 0.02 mmol) at room temperature. The mixture was stirred at room temperature for 2 hours under H2 and filtered. The filtrate was concentrated in vacuo. The residue was purified by si...